From a dataset of the Open Reaction Database (ORD), a public repository of structured organic reaction records. describe an organic reaction: reactants, conditions, products, and yield Starting materials: OCCCC=O (4-hydroxybutanal), OCC(C=O)C (3-hydroxy-2-methylpropanal). The reagents and catalysts are transition metal. Solvent: O1CCCC1 (tetrahydrofuran), O1CCCC1 (tetrahydrofuran). Product: C(CCCO)O (1,4-butanediol), CC(CO)CO (2-methyl-1,3-propanediol). Reaction SMILES: [OH:1][CH2:2][CH2:3][CH2:4][CH:5]=[O:6].[OH:7][CH2:8][CH:9]([CH3:12])[CH:10]=[O:11]>O1CCCC1>[CH2:5]([OH:6])[CH2:4][CH2:3][CH2:2][OH:1].[CH3:12][CH:9]([CH2:10][OH:11])[CH2:8][OH:7]. Procedure: The invention relates to the preparation of tetrahydrofuran. In particular, a mixture of 4-hydroxybutanal and 3-hydroxy-2-methylpropanal is hydrogenated in the presence of a supported transition metal catalyst to give tetrahydrofuran as the major product, and 1,4-butanediol and 2-methyl-1,3-propanediol as minor products. Starting materials: [H-].[Al+3].[Li+].[H-].[H-].[H-] (lithium aluminum hydride), FC(CC(=O)OC)CCCC (methyl 3-fluoroheptanoate), 2, O (water), [H-].[Na+] (sodium hydride), O (water). The solvent is C1CCOC1 (THF), C1CCOC1 (THF). Conditions: temperature 5 celsius, time 2 hour. Yields the product F[C@H](CCO)CCCC ((S)-3-Fluoroheptanol). Yield: 107.4%. RXN SMILES: [H-].[Al+3].[Li+].[H-].[H-].[H-].[F:7][CH:8]([CH2:14][CH2:15][CH2:16][CH3:17])[CH2:9][C:10](OC)=[O:11].O.[H-].[Na+]>C1COCC1>[F:7][C@@H:8]([CH2:14][CH2:15][CH2:16][CH3:17])[CH2:9][CH2:10][OH:11] |f:0.1.2.3.4.5,8.9|. Procedure details: To a 1 l flask were added 154 ml of THF and 2.3 g of lithium aluminum hydride under a nitrogen atmosphere, and the solution was kept at 5° C. To the solution was added dropwise a solution of 9 g of methyl 3-fluoroheptanoate in 43 ml of THF over 2 hours at 5° C. After the addition, the temperature was gradually elevated up to room temperature, and the mixture was stirred for 2 hours After cooling to 5° C., 2 3 g of water, 2.3 g of a 15% sodium hydride aqueous solution, and 6.9 g of water were add... Conditions: temperature 0 celsius, time 16 hour. Reported procedure: To a dry 1 L round bottom flask equipped with a magnetic stir bar, liquid addition funnel, thermometer, and nitrogen inlet were added potassium carbonate (33.2 g, 240 mmol) and pyrrolidine (136.5 g, 160 mL, 1.92 mol), and the resulting suspension was cooled to 0° C. in an ice bath. 3-(Methylthio)propionaldehyde (K) (50 g, 480 mmol) was added dropwise via the addition funnel at a rate which maintained the reaction temperature at 0-7° C. The resulting light yellow mixture was warmed to room temper... Yield: 83.8%. The reactants are C([O-])([O-])=O.[K+].[K+] (potassium carbonate), N1CCCC1 (pyrrolidine), CSCCC=O (3-(Methylthio)propionaldehyde). RXN SMILES: C(=O)([O-])[O-].[K+].[K+].[NH:7]1[CH2:11][CH2:10][CH2:9][CH2:8]1.[CH3:12][S:13][CH2:14][CH2:15][CH:16]=O>>[CH3:12][S:13][CH2:14][CH:15]=[CH:16][N:7]1[CH2:11][CH2:10][CH2:9][CH2:8]1 |f:0.1.2|. Yields the product CSCC=CN1CCCC1 (1-[3-(methylthio)prop-1-enyl]pyrrolidine). Reactants: C=CCBr, CO, CN(C)C=O, [Na+], [OH-], NS(=O)(=O)c1nc2ccc(O)cc2s1. The product is C=CCOc1ccc2nc(S(N)(=O)=O)sc2c1. Reaction SMILES: [CH2:17]([CH:18]=[CH2:19])[Br:20].[CH3:21][OH:22].[CH3:23][N:24]([CH3:25])[CH:26]=[O:27].[Na+:2].[OH-:1].[OH:3][c:4]1[cH:5][c:6]2[c:7]([n:8][c:9]([S:11](=[O:12])(=[O:13])[NH2:14])[s:10]2)[cH:15][cH:16]1>>[O:3]([c:4]1[cH:5][c:6]2[c:7]([n:8][c:9]([S:11](=[O:12])(=[O:13])[NH2:14])[s:10]2)[cH:15][cH:16]1)[CH2:19][CH:18]=[CH2:17]. Reactants: 5A, C(=O)(OC(C)(C)C)N[C@@H](CC1=CC=CC=C1)C(=O)O (Boc-phenylalanine), CN1CCOCC1 (N-methylmorpholine), NC12CC3CC(CC(C1)C3)C2 (1-aminoadamantane), C(C(C)C)OC(=O)Cl (isobutylchloroformate). The solvent is C(Cl)Cl (methylene chloride). Conditions: temperature -10 celsius, time 8 hour. Yields the product C(=O)(OC(C)(C)C)N[C@@H](CC1=CC=CC=C1)C(=O)C1C2(CC3CC(CC1C3)C2)N (Boc-L-phenylalanyl-1-aminoadamantane). As a reaction SMILES: C(OC(Cl)=O)C(C)C.[C:9]([NH:16][C@H:17]([C:25]([OH:27])=O)[CH2:18][C:19]1[CH:24]=[CH:23][CH:22]=[CH:21][CH:20]=1)([O:11][C:12]([CH3:15])([CH3:14])[CH3:13])=[O:10].CN1CCOCC1.[NH2:35][C:36]12[CH2:45][CH:40]3[CH2:41][CH:42]([CH2:44][CH:38]([CH2:39]3)[CH2:37]1)[CH2:43]2>C(Cl)Cl>[C:9]([NH:16][C@H:17]([C:25]([CH:37]1[CH:38]2[CH2:39][CH:40]3[CH2:41][CH:42]([CH2:43][C:36]1([NH2:35])[CH2:45]3)[CH2:44]2)=[O:27])[CH2:18][C:19]1[CH:20]=[CH:21][CH:22]=[CH:23][CH:24]=1)([O:11][C:12]([CH3:13])([CH3:14])[CH3:15])=[O:10]. Procedure: Under a nitrogen atmosphere 6.5 ml of isobutylchloroformate is added to 100 ml of a stirred methylene chloride solution containing 2 g of 5A sieves, 13.26 g Boc-phenylalanine, and 5.5 ml of N-methylmorpholine at -50° C. Over a 30 minute period the reaction mixture is warmed to -10° C. and then recooled to -40° C., and 7.94 g of 1-aminoadamantane is added. The cooling bath is removed, and the reaction mixture is stirred at room temperature overnight. The solution is filtered and washed with 50 ml... Product: N(=[N+]=[N-])CC1=CC=C(C#N)C=C1 (4-azidomethylbenzonitrile). Reactants: [N-]=[N+]=[N-].[Na+] (sodium azide), BrCC1=CC=C(C#N)C=C1 (4-bromomethylbenzonitrile), O (water). Solvent: CN1C(N(CC1)C)=O (1,3-dimethyl-2-imidazolidinone). The yield is 96.7%. RXN SMILES: Br[CH2:2][C:3]1[CH:10]=[CH:9][C:6]([C:7]#[N:8])=[CH:5][CH:4]=1.[N-:11]=[N+:12]=[N-:13].[Na+].O>CN1CCN(C)C1=O>[N:11]([CH2:2][C:3]1[CH:10]=[CH:9][C:6]([C:7]#[N:8])=[CH:5][CH:4]=1)=[N+:12]=[N-:13] |f:1.2|. Reported procedure: 50 g of 4-bromomethylbenzonitrile is dissolved in 350 ml of 1,3-dimethyl-2-imidazolidinone and stirred at 25° for 2 hours with 32.5 g of sodium azide. The mixture is subsequently combined with 500 ml of water under ice cooling, extracted twice with dichloromethane, washed with water, dried over sodium sulfate, concentrated to dryness under vacuum, and chromatographed on silica gel with hexane/ethyl acetate, thus obtaining 39 g of 4-azidomethylbenzonitrile as a colorless liquid. The reactants are C(C1=CC=CO1)NC1CCN(CC1)C (4-(Furfurylamino)-1-methylpiperidin), COC1=CC=C(C=C1)CC(=O)Cl (4-methoxyphenylacetylchloride). Product: COC1=CC=C(C=C1)CC(=O)N(C1CCN(CC1)C)CC1=CC=CO1 (2-(4-Methoxyphenyl)-N-(furfuryl)-N-(1-methylpiperidin-4-yl) acetamide). Reaction SMILES: [CH2:1]([NH:7][CH:8]1[CH2:13][CH2:12][N:11]([CH3:14])[CH2:10][CH2:9]1)[C:2]1[O:6][CH:5]=[CH:4][CH:3]=1.[CH3:15][O:16][C:17]1[CH:22]=[CH:21][C:20]([CH2:23][C:24](Cl)=[O:25])=[CH:19][CH:18]=1>>[CH3:15][O:16][C:17]1[CH:22]=[CH:21][C:20]([CH2:23][C:24]([N:7]([CH2:1][C:2]2[O:6][CH:5]=[CH:4][CH:3]=2)[CH:8]2[CH2:13][CH2:12][N:11]([CH3:14])[CH2:10][CH2:9]2)=[O:25])=[CH:19][CH:18]=1. Reported procedure: Starting materials: 50ELH66B (0.21 g, 1.08 mmol, 1.0 eq.), 4-methoxyphenylacetylchloride (0.2 g, 1.0 eq.). Reactants: CCC(CC)(c1ccc(C#CC2(O[Si](C)(C)C)CCCC2)c(C)c1)c1ccc(B2OC(C)(C)C(C)(C)O2)c(C)c1, COC(=O)Cc1cncc(Br)c1, CN(C)C=O, [K+], [K+], [K+], O=P([O-])([O-])[O-]. The product is CCC(CC)(c1ccc(C#CC2(O[Si](C)(C)C)CCCC2)c(C)c1)c1ccc(-c2cncc(CC(=O)OC)c2)c(C)c1. As a reaction SMILES: [CH2:1]([CH3:2])[C:3]([CH2:4][CH3:5])([c:6]1[cH:7][c:8]([CH3:24])[c:9]([C:12]#[C:13][C:14]2([O:19][Si:20]([CH3:21])([CH3:22])[CH3:23])[CH2:15][CH2:16][CH2:17][CH2:18]2)[cH:10][cH:11]1)[c:25]1[cH:26][c:27]([CH3:40])[c:28]([B:31]2[O:32][C:33]([CH3:34])([CH3:35])[C:36]([CH3:37])([CH3:38])[O:39]2)[cH:29][cH:30]1.[CH3:41][O:42][C:43]([CH2:44][c:45]1[cH:46][n:47][cH:48][c:49]([Br:51])[cH:50]1)=[O:52].[CH3:61][N:62]([CH3:63])[CH:64]=[O:65].[K+:58].[K+:59].[K+:60].[P:53]([O-:54])([O-:55])([O-:56])=[O:57]>>[CH2:1]([CH3:2])[C:3]([CH2:4][CH3:5])([c:6]1[cH:7][c:8]([CH3:24])[c:9]([C:12]#[C:13][C:14]2([O:19][Si:20]([CH3:21])([CH3:22])[CH3:23])[CH2:15][CH2:16][CH2:17][CH2:18]2)[cH:10][cH:11]1)[c:25]1[cH:26][c:27]([CH3:40])[c:28](-[c:49]2[cH:48][n:47][cH:46][c:45]([CH2:44][C:43]([O:42][CH3:41])=[O:52])[cH:50]2)[cH:29][cH:30]1. The reactants are OC1(C2CCC(c3cc(F)c(F)c(F)c3)N2Cc2ccccc2)CC1, CCO, [OH-], [OH-], [Pd+2]. Yields the product OC1(C2CCC(c3cc(F)c(F)c(F)c3)N2)CC1. As a reaction SMILES: [CH2:1]([c:2]1[cH:3][cH:4][cH:5][cH:6][cH:7]1)[N:8]1[CH:9]([C:22]2([OH:25])[CH2:23][CH2:24]2)[CH2:10][CH2:11][CH:12]1[c:13]1[cH:14][c:15]([F:21])[c:16]([F:20])[c:17]([F:19])[cH:18]1.[CH3:29][CH2:30][OH:31].[OH-:26].[OH-:28].[Pd+2:27]>>[NH:8]1[CH:9]([C:22]2([OH:25])[CH2:23][CH2:24]2)[CH2:10][CH2:11][CH:12]1[c:13]1[cH:14][c:15]([F:21])[c:16]([F:20])[c:17]([F:19])[cH:18]1.